This data is from the Open Reaction Database (ORD), a public repository of structured organic reaction records. The task is: describe an organic reaction: reactants, conditions, products, and yield The reactants are COC(=O)c1ncc2c(n1)CN(C(=O)OC(C)(C)C)C2, NC1CCCCC1NC(=O)c1cc2cc(Cl)ccc2[nH]1, Cl, [Li+], [OH-]. The product is CC(C)(C)OC(=O)N1Cc2cnc(C(=O)NC3CCCCC3NC(=O)c3cc4cc(Cl)ccc4[nH]3)nc2C1. RXN SMILES: [C:1]([CH3:2])([CH3:3])([CH3:4])[O:5][C:6](=[O:7])[N:8]1[CH2:9][c:10]2[n:11][c:12]([C:17]([O:19][CH3:18])=[O:20])[n:13][cH:14][c:15]2[CH2:16]1.[Cl:24][c:25]1[cH:26][c:27]2[cH:28][c:29]([C:34](=[O:35])[NH:36][CH:37]3[CH:38]([NH2:43])[CH2:39][CH2:40][CH2:41][CH2:42]3)[nH:30][c:31]2[cH:32][cH:33]1.[ClH:23].[Li+:21].[OH-:22]>>[C:1]([CH3:2])([CH3:3])([CH3:4])[O:5][C:6](=[O:7])[N:8]1[CH2:9][c:10]2[n:11][c:12]([C:17](=[O:19])[NH:43][CH:38]3[CH:37]([NH:36][C:34]([c:29]4[cH:28][c:27]5[cH:26][c:25]([Cl:24])[cH:33][cH:32][c:31]5[nH:30]4)=[O:35])[CH2:42][CH2:41][CH2:40][CH2:39]3)[n:13][cH:14][c:15]2[CH2:16]1. The reactants are BrC1=CN=C2N1C(=CC=C2C(=O)C2=CC=CC=C2)Cl ((3-Bromo-5-chloroimidazo[1,2-a]pyridin-8-yl)(phenyl)methanone), [OH-].[K+] (potassium hydroxide). Run in C(C)O (ethanol). Run at time 24 hour. Product: C(C1=CC=CC=C1)(=O)C1=C2N(C(C=C1)=O)C(=CN2)Br (8-Benzoyl-3-bromoimidazo[1,2-a]pyridin-5(1H)-one). Yield: 4.2%. As a reaction SMILES: [Br:1][C:2]1[N:6]2[C:7](Cl)=[CH:8][CH:9]=[C:10]([C:11]([C:13]3[CH:18]=[CH:17][CH:16]=[CH:15][CH:14]=3)=[O:12])[C:5]2=[N:4][CH:3]=1.[OH-:20].[K+]>C(O)C>[C:11]([C:10]1[CH:9]=[CH:8][C:7](=[O:20])[N:6]2[C:2]([Br:1])=[CH:3][NH:4][C:5]=12)(=[O:12])[C:13]1[CH:18]=[CH:17][CH:16]=[CH:15][CH:14]=1 |f:1.2|. Reported procedure: 40 mg (0.12 mmol) of 3-bromo-5chloroimidazo[1,2-a]pyridin-8-yl)(phenyl)methanone (example L) are dissolved in 5 ml of potassium hydroxide—solution (10% in water) and 5 ml of ethanol. The mixture is stirred for 24 h at rt. The solvent is evaporated under vacuum and water is added to the crude. The solution is extracted for with ethyl acetate. The collected organic phases are reextracted with brine solution and dried over sodium sulfate. The solvent is evaporated under vacuum and the crude is puri... Starting materials: C(C)(C)(C)C=1C(=C(/C=C/C2=C(C(=O)OC)C=C(C=C2)NS(=O)(=O)C)C=C(C1)N1C(NC(C=C1)=O)=O)OC ((E)-methyl 2-(3-tert-butyl-5-(2,4-dioxo-3,4-dihydropyrimidin-1(2H)-yl)-2-methoxystyryl)-5-(methylsulfonamido)benzoate), Cl (HCl). Run in C1CCOC1 (THF), [OH-].[Na+] (NaOH). The product is C(C)(C)(C)C=1C(=C(/C=C/C2=C(C(=O)O)C=C(C=C2)NS(=O)(=O)C)C=C(C1)N1C(NC(C=C1)=O)=O)OC ((E)-2-(3-tert-butyl-5-(2,4-dioxo-3,4-dihydropyrimidin-1(2H)-yl)-2-methoxystyryl)-5-(methylsulfonamido)benzoic Acid). Yield: 99.2%. RXN SMILES: [C:1]([C:5]1[C:6]([O:36][CH3:37])=[C:7]([CH:25]=[C:26]([N:28]2[CH:33]=[CH:32][C:31](=[O:34])[NH:30][C:29]2=[O:35])[CH:27]=1)/[CH:8]=[CH:9]/[C:10]1[CH:19]=[CH:18][C:17]([NH:20][S:21]([CH3:24])(=[O:23])=[O:22])=[CH:16][C:11]=1[C:12]([O:14]C)=[O:13])([CH3:4])([CH3:3])[CH3:2].Cl>C1COCC1.[OH-].[Na+]>[C:1]([C:5]1[C:6]([O:36][CH3:37])=[C:7]([CH:25]=[C:26]([N:28]2[CH:33]=[CH:32][C:31](=[O:34])[NH:30][C:29]2=[O:35])[CH:27]=1)/[CH:8]=[CH:9]/[C:10]1[CH:19]=[CH:18][C:17]([NH:20][S:21]([CH3:24])(=[O:22])=[O:23])=[CH:16][C:11]=1[C:12]([OH:14])=[O:13])([CH3:4])([CH3:2])[CH3:3] |f:3.4|. Procedure details: A solution of the product from Example 25 (55 mg, 0.104 mmol) in THF (1 ml) and 1N aq. NaOH (1 ml) was stirred in the dark at room temperature for 1.5 h. 1N aqueous HCl was added until pH 3, and the resulting mixture was extracted with EtOAc (2×2 ml). The combined organic layers were dried over Na2SO4, filtered and concentrated to give the title compound (53 mg, 99%). 1H NMR (300 MHz, DMSO-d6) δ 13.22 (br s, 1 H) 11.40 (d, J=2.21 Hz, 1 H) 10.02 (s, 1 H) 7.72-7.91 (m, 3 H) 7.68 (d, J=2.57 Hz, 1H)... Reactants: C1(=CC=CC=C1)CC=O (2-phenylacetaldehyde), C(CC(=O)O)(=O)O (malonic acid), N1CCCCC1 (piperidine). The solvent is N1=CC=CC=C1 (pyridine). Conditions: time 3 hour. The product is C1(=CC=CC=C1)/C=C/CC(=O)O ((E)-4-phenylbut-3-enoic acid). Isolated yield 66.8%. As a reaction SMILES: [C:1]1([CH2:7][CH:8]=O)[CH:6]=[CH:5][CH:4]=[CH:3][CH:2]=1.C(O)(=O)[CH2:11][C:12]([OH:14])=[O:13].N1CCCCC1>N1C=CC=CC=1>[C:1]1(/[CH:7]=[CH:8]/[CH2:11][C:12]([OH:14])=[O:13])[CH:2]=[CH:3][CH:4]=[CH:5][CH:6]=1. Procedure details: To a stirred solution of 2-phenylacetaldehyde (5.0 g, 32.3 mmol) and malonic acid (4.0 g, 38.8 mmol) in pyridine (25.0 mL) was added a catalytic amount of piperidine (0.64 mL, 6.46 mmol) then heated to reflux. After 3 h, the resulting mixture was cooled to room temperature and concentrated under reduced pressure. The crude product was slowly added 2N HCl. The white precipitate was filtered off and dried under vacuum to produce the title compound (3.5 g, 55˜80%) As a reaction SMILES: [CH3:37][CH2:38][O:39][C:40]([CH3:41])=[O:42].[CH3:43][CH2:44][OH:45].[NH2:1][c:2]1[cH:3][cH:4][c:5]([CH:6]2[CH2:7][CH2:8][CH:9]([C:10]([O:11][CH3:12])=[O:13])[CH2:14]2)[cH:15][cH:16]1.[c:17]1([CH2:23][CH2:24][CH2:25][CH:26]([C:27](=[O:28])[O:29][CH2:30][CH3:31])[C:32](=[O:33])[O:34][CH2:35][CH3:36])[cH:18][cH:19][cH:20][cH:21][cH:22]1>>[NH2:1][c:20]1[cH:19][cH:18][c:17]([CH2:23][CH2:24][CH2:25][CH:26]([C:27](=[O:28])[O:29][CH2:30][CH3:31])[C:32](=[O:33])[O:34][CH2:35][CH3:36])[cH:22][cH:21]1. Starting materials: CCOC(C)=O, CCO, COC(=O)C1CCC(c2ccc(N)cc2)C1, CCOC(=O)C(CCCc1ccccc1)C(=O)OCC. Yields the product CCOC(=O)C(CCCc1ccc(N)cc1)C(=O)OCC.